From a dataset of the Open Reaction Database (ORD), a public repository of structured organic reaction records. describe an organic reaction: reactants, conditions, products, and yield Starting materials: NC=1C=C(C=C(C1)C)C1=CN=C(S1)N1CC(NCCC1)=O (4-[5-(3-amino-5-methylphenyl)-1,3-thiazol-2-yl]-1,4-diazepan-2-one), C([O-])([O-])=O.[K+].[K+] (potassium carbonate), CC(C)C1=CC(=C(C(=C1)C(C)C)C2=C(C=CC=C2)P(C3CCCCC3)C4CCCCC4)C(C)C (XPhos), NC=1C=C(C=C(C1)C)C1=CN=C(S1)N1CC(NCCC1)=O (4-[5-(3-amino-5-methylphenyl)-1,3-thiazol-2-yl]-1,4-diazepan-2-one), ClC1=NC=C(C(=N1)C)Cl (2,5-dichloro-4-methylpyrimidine). Reagents/catalysts: C=1C=CC(=CC1)/C=C/C(=O)/C=C/C2=CC=CC=C2.C=1C=CC(=CC1)/C=C/C(=O)/C=C/C2=CC=CC=C2.C=1C=CC(=CC1)/C=C/C(=O)/C=C/C2=CC=CC=C2.[Pd].[Pd] (Pd2(dba)3). Conditions: temperature 90 celsius. Product: ClC=1C(=NC(=NC1)NC=1C=C(C=C(C1)C)C1=CN=C(S1)N1CC(NCCC1)=O)C (4-(5-{3-[(5-Chloro-4-methylpyrimidin-2-yl)amino]-5-methylphenyl}-1,3-thiazol-2-yl)-1,4-diazepan-2-one). Isolated yield 50.4%. Reaction SMILES: [NH2:1][C:2]1[CH:3]=[C:4]([C:9]2[S:13][C:12]([N:14]3[CH2:20][CH2:19][CH2:18][NH:17][C:16](=[O:21])[CH2:15]3)=[N:11][CH:10]=2)[CH:5]=[C:6]([CH3:8])[CH:7]=1.Cl[C:23]1[N:28]=[C:27]([CH3:29])[C:26]([Cl:30])=[CH:25][N:24]=1.C(=O)([O-])[O-].[K+].[K+].CC(C1C=C(C(C)C)C(C2C=CC=CC=2P(C2CCCCC2)C2CCCCC2)=C(C(C)C)C=1)C>C1C=CC(/C=C/C(/C=C/C2C=CC=CC=2)=O)=CC=1.C1C=CC(/C=C/C(/C=C/C2C=CC=CC=2)=O)=CC=1.C1C=CC(/C=C/C(/C=C/C2C=CC=CC=2)=O)=CC=1.[Pd].[Pd]>[Cl:30][C:26]1[C:27]([CH3:29])=[N:28][C:23]([NH:1][C:2]2[CH:3]=[C:4]([C:9]3[S:13][C:12]([N:14]4[CH2:20][CH2:19][CH2:18][NH:17][C:16](=[O:21])[CH2:15]4)=[N:11][CH:10]=3)[CH:5]=[C:6]([CH3:8])[CH:7]=2)=[N:24][CH:25]=1 |f:2.3.4,6.7.8.9.10|. Reported procedure: A sealed tube was charged with a stir bar, 4-[5-(3-amino-5-methylphenyl)-1,3-thiazol-2-yl]-1,4-diazepan-2-one (Intermediate XX, 75 mg, 0.25 mmol), 2,5-dichloro-4-methylpyrimidine (40 mg, 0.25 mmol), potassium carbonate (69 mg, 0.50 mmol), Pd2(dba)3 (23 mg, 0.025 mmol), and XPhos (59 mg, 0.124 mmol). The tube was evacuated and backfilled with argon three times. Fully degassed t-amyl alcohol (0.83 ml) was added and the tube was sealed and heated at 90° C. for overnight. The resulting slurry was di...